Dataset: the Open Reaction Database (ORD), a public repository of structured organic reaction records. Task: describe an organic reaction: reactants, conditions, products, and yield Reactants: N1C=NC=C1 (imidazole), [Si](C)(C)(C(C)(C)C)Cl (tert-butyidimethylsilyl chloride), OC1=CC=C(C=C1)SC1=CC2=C(OC(C(=C2)C)(C)C)C=C1 (6-(4-Hydroxyphenyl)thio-2,2,3-trimethyl-2H-benzo[b]pyran). Run in CN(C=O)C (dimethylformamide). Conditions: temperature 40 celsius, time 18 hour. Product: [Si](C)(C)(C(C)(C)C)OC1=CC=C(C=C1)SC1=CC2=C(OC(C(=C2)C)(C)C)C=C1 (6-(4-tert-butyldimethylsilyloxyphenyl)thio-2,2,3-trimethyl-2H-benzo[b]pyran). Yield: 83.5%. Reaction SMILES: [OH:1][C:2]1[CH:7]=[CH:6][C:5]([S:8][C:9]2[CH:21]=[CH:20][C:12]3[O:13][C:14]([CH3:19])([CH3:18])[C:15]([CH3:17])=[CH:16][C:11]=3[CH:10]=2)=[CH:4][CH:3]=1.N1C=CN=C1.[Si:27](Cl)([C:30]([CH3:33])([CH3:32])[CH3:31])([CH3:29])[CH3:28]>CN(C)C=O>[Si:27]([O:1][C:2]1[CH:3]=[CH:4][C:5]([S:8][C:9]2[CH:21]=[CH:20][C:12]3[O:13][C:14]([CH3:18])([CH3:19])[C:15]([CH3:17])=[CH:16][C:11]=3[CH:10]=2)=[CH:6][CH:7]=1)([C:30]([CH3:33])([CH3:32])[CH3:31])([CH3:29])[CH3:28]. Procedure details: 6-(4-Hydroxyphenyl)thio-2,2,3-trimethyl-2H-benzo[b]pyran (5.799 g) (see Preparation 8) was dissolved in dry dimethylformamide (12 ml) and imidazole (2.768 g) and tert-butyidimethylsilyl chloride (2.923 g) were added. The flask was fitted with a calcium chloride drying tube and the mixture was stirred at 40° C. for 18 hours. The solvent was then removed under reduced pressure and the residue was partitioned between aqueous sodium bicarbonate solution and dichloromethane. The organic layer was dri... Reactants: C(C)(C)(C)[Si](Cl)(C)C (tert-Butyldimethychlorosilane), ice, O[C@H]1C[C@@H](C=CC1=O)OCC1=CC=C(C=C1)OC ((4S,6S)-6-hydroxy-4-(4-methoxybenzyloxy)cyclohex-2-enone), N1C=NC=C1 (imidazole). Run in CN(C=O)C (dimethylformamide). Conditions: time 45 minute. The product is [Si](C)(C)(C(C)(C)C)O[C@H]1C[C@@H](C=CC1=O)OCC1=CC=C(C=C1)OC ((4S,6S)-6-(tert-Butyldimethylsilyloxy)-4-(4-methoxybenzyloxy)cyclohex-2-enone). The yield is 66.7%. RXN SMILES: [C:1]([Si:5]([CH3:8])([CH3:7])Cl)([CH3:4])([CH3:3])[CH3:2].[OH:9][C@@H:10]1[C:15](=[O:16])[CH:14]=[CH:13][C@@H:12]([O:17][CH2:18][C:19]2[CH:24]=[CH:23][C:22]([O:25][CH3:26])=[CH:21][CH:20]=2)[CH2:11]1.N1C=CN=C1>CN(C)C=O>[Si:5]([O:9][C@@H:10]1[C:15](=[O:16])[CH:14]=[CH:13][C@@H:12]([O:17][CH2:18][C:19]2[CH:20]=[CH:21][C:22]([O:25][CH3:26])=[CH:23][CH:24]=2)[CH2:11]1)([C:1]([CH3:4])([CH3:3])[CH3:2])([CH3:8])[CH3:7]. Procedure: tert-Butyldimethychlorosilane (26 mg, 0.18 mmol, 1.5 equiv) was added to an ice-cooled solution of (4S,6S)-6-hydroxy-4-(4-methoxybenzyloxy)cyclohex-2-enone (29 mg, 0.12 mmol, 1 equiv) and imidazole (24 mg, 0.35 mmol, 3 equiv) in dimethylformamide (0.5 mL). After 45 min, the reaction mixture was partitioned between water (15 mL), saturated aqueous sodium chloride solution (15 mL), and ethyl acetate (20 mL). The layers were separated. The organic layer was washed with water (2×20 mL) and the washe... The reactants are [N+](=O)([O-])C=1C=CC2=C(C=C(C(O2)(C)C)CNC(C(F)(F)F)=O)C1 (6-nitro-2,2-dimethyl-3-(trifluoroacetamido)methyl-2H-1-benzopyran), ClC1=CC(=CC=C1)C(=O)OO (m-chloroperbenzoic acid), O (water), C(O)([O-])=O.[Na+] (sodium hydrogen carbonate). Solvent: ClCCl (dichloromethane). The product is [N+](=O)([O-])C=1C=CC2=C(C3C(C(O2)(C)C)(O3)CNC(C(F)(F)F)=O)C1 (6-nitro-2,2-dimethyl-3-(trifluoroacetamido)methyl-3,4-dihydro-3,4-epoxy-2H-1-benzopyran). Yield: 81.7%. Reaction SMILES: [N+:1]([C:4]1[CH:5]=[CH:6][C:7]2[O:12][C:11]([CH3:14])([CH3:13])[C:10]([CH2:15][NH:16][C:17](=[O:22])[C:18]([F:21])([F:20])[F:19])=[CH:9][C:8]=2[CH:23]=1)([O-:3])=[O:2].ClC1C=CC=C(C(OO)=[O:32])C=1.O.C(=O)([O-])O.[Na+]>ClCCl>[N+:1]([C:4]1[CH:5]=[CH:6][C:7]2[O:12][C:11]([CH3:13])([CH3:14])[C:10]3([CH2:15][NH:16][C:17](=[O:22])[C:18]([F:21])([F:19])[F:20])[O:32][CH:9]3[C:8]=2[CH:23]=1)([O-:3])=[O:2] |f:3.4|. Procedure: A solution of 6-nitro-2,2-dimethyl-3-(trifluoroacetamido)methyl-2H-1-benzopyran (0.5 g, 1.52 mmol) in dichloromethane (10 ml) at 0° C. was treated with m-chloroperbenzoic acid (70%, 0.45 g, 1.52 mmol). After stirring for sixteen hours at room temperature, water and sodium hydrogen carbonate were added and the organic phase separated and evaporated under reduced pressure. The residue was chromatographed on silica gel, eluting with dichloromethane/acetone (95/5), to give 0.43 g of 6-nitro-2,2-dime... Reactants: FC1=CC=2C(=NC=3N(C=C(C(C3C2)=O)C(=O)O)C)C=C1F (7,8-difluoro-1-methyl-4-oxo-1,4-dihydrobenzo[b][1,8]-naphthyridine-3-carboxylic acid), FC=1C=C(C=CC1)C1NCCNC1 ((RS)-2-(3-fluorophenyl)piperazine). Product: FC1=CC=2C(=NC=3N(C=C(C(C3C2)=O)C(=O)O)C)C=C1N1CC(NCC1)C1=CC(=CC=C1)F ((RS)-7-fluoro-8-[3-(3-fluorophenyl)-1-piperazinyl]-1-methyl-4-oxo -1,4-dihydrobenzo[b][1,8]naphthyridine-3-carboxylic acid). Isolated yield 86.2%. Reaction SMILES: [F:1][C:2]1[C:20](F)=[CH:19][C:5]2=[N:6][C:7]3[N:8]([CH3:18])[CH:9]=[C:10]([C:15]([OH:17])=[O:16])[C:11](=[O:14])[C:12]=3[CH:13]=[C:4]2[CH:3]=1.[F:22][C:23]1[CH:24]=[C:25]([CH:29]2[CH2:34][NH:33][CH2:32][CH2:31][NH:30]2)[CH:26]=[CH:27][CH:28]=1>>[F:1][C:2]1[C:20]([N:33]2[CH2:32][CH2:31][NH:30][CH:29]([C:25]3[CH:26]=[CH:27][CH:28]=[C:23]([F:22])[CH:24]=3)[CH2:34]2)=[CH:19][C:5]2=[N:6][C:7]3[N:8]([CH3:18])[CH:9]=[C:10]([C:15]([OH:17])=[O:16])[C:11](=[O:14])[C:12]=3[CH:13]=[C:4]2[CH:3]=1. Procedure details: The reaction is performed under the conditions of Example 16, but starting with 7,8-difluoro-1-methyl-4-oxo-1,4-dihydrobenzo[b][1,8]-naphthyridine-3-carboxylic acid (1.3 g) and (RS)-2-(3-fluorophenyl)piperazine (1.8 g). After 1 recrystallization in dimethylformamide (50 cc) containing ethanol (50%), (RS)-7-fluoro-8-[3-(3-fluorophenyl)-1-piperazinyl]-1-methyl-4-oxo -1,4-dihydrobenzo[b][1,8]naphthyridine-3-carboxylic acid (1.74 g) is obtained in the form of a yellow solid, m.p. 254° C. Reactants: FC1=CC=C(OC2=C(C=C(C=C2)NC(=O)NC2=CC=C(C=C2)OC2=C3C(=NC=C2)NN=C3)C(F)(F)F)C=C1 (1-[4-(4-Fluorophenoxy)-3-trifluoromethyl-phenyl]-3-[4-(1H-pyrazolo[3,4-b]pyridin-4-yloxy)phenyl]urea), C(C=O)(=O)O (glyoxylic acid). Solvent: C1(=CC=CC=C1)C (toluene). Reaction conditions: temperature 100 celsius, time 2 hour. The product is FC1=CC=C(OC2=C(C=C(C=C2)N2C(N(C(=C2O)O)C2=CC=C(C=C2)OC2=C3C(=NC=C2)NN=C3)=O)C(F)(F)F)C=C1 (1-[4-(4-Fluorophenoxy)-3-trifluoromethyl-phenyl]-4,5-dihydroxy-3-[4-(1H-pyrazolo[3,4-b]pyridin-4-yloxy)phenyl]-1,3-dihydroimidazol-2-one). Isolated yield 7.0%. Reaction SMILES: [F:1][C:2]1[CH:38]=[CH:37][C:5]([O:6][C:7]2[CH:12]=[CH:11][C:10]([NH:13][C:14]([NH:16][C:17]3[CH:22]=[CH:21][C:20]([O:23][C:24]4[CH:29]=[CH:28][N:27]=[C:26]5[NH:30][N:31]=[CH:32][C:25]=45)=[CH:19][CH:18]=3)=[O:15])=[CH:9][C:8]=2[C:33]([F:36])([F:35])[F:34])=[CH:4][CH:3]=1.[C:39](O)(=[O:42])[CH:40]=[O:41]>C1(C)C=CC=CC=1>[F:1][C:2]1[CH:3]=[CH:4][C:5]([O:6][C:7]2[CH:12]=[CH:11][C:10]([N:13]3[C:40]([OH:41])=[C:39]([OH:42])[N:16]([C:17]4[CH:18]=[CH:19][C:20]([O:23][C:24]5[CH:29]=[CH:28][N:27]=[C:26]6[NH:30][N:31]=[CH:32][C:25]=56)=[CH:21][CH:22]=4)[C:14]3=[O:15])=[CH:9][C:8]=2[C:33]([F:35])([F:36])[F:34])=[CH:37][CH:38]=1. Reported procedure: 1-[4-(4-Fluorophenoxy)-3-trifluoromethyl-phenyl]-3-[4-(1H-pyrazolo[3,4-b]pyridin-4-yloxy)phenyl]urea (50 mg, 0.15 mmol) was dissolved in toluene (6 mL), and glyoxylic acid (45 μL) was added thereto, followed by stirring for 2 hours at 100° C. The reaction solution was concentrated and purified by reverse-phase HPLC (ODS column, 0.05% TFA-containing water/acetonitrile system, 5% to 95% linear gradient) to give the target product (6 mg, 7%). Reactants: CCOC(C)=O, O=C([O-])O, CC(C)(C)Oc1nccnc1CN1CCC(C(=O)Cc2ccccc2F)CC1, ClCCl, Cl, [Na+], [Na+], [OH-]. The product is O=C(Cc1ccccc1F)C1CCN(Cc2ncc[nH]c2=O)CC1. Reaction SMILES: [C:1]([O:2][CH2:3][CH3:4])(=[O:5])[CH3:6].[C:38](=[O:39])([OH:40])[O-:41].[C:8]([CH3:9])([CH3:10])([CH3:11])[O:12][c:13]1[c:14]([CH2:19][N:20]2[CH2:21][CH2:22][CH:23]([C:26]([CH2:27][c:28]3[c:29]([F:34])[cH:30][cH:31][cH:32][cH:33]3)=[O:35])[CH2:24][CH2:25]2)[n:15][cH:16][cH:17][n:18]1.[Cl:43][CH2:44][Cl:45].[ClH:7].[Na+:37].[Na+:42].[OH-:36]>>[O:12]=[c:13]1[c:14]([CH2:19][N:20]2[CH2:21][CH2:22][CH:23]([C:26]([CH2:27][c:28]3[c:29]([F:34])[cH:30][cH:31][cH:32][cH:33]3)=[O:35])[CH2:24][CH2:25]2)[n:15][cH:16][cH:17][nH:18]1.